This data is from the Open Reaction Database (ORD), a public repository of structured organic reaction records. The task is: describe an organic reaction: reactants, conditions, products, and yield Starting materials: C(C)C1C(CCC(C(OC(C2CCCCN2C(C(C2(C(CC(C(C(CC(CC(=C1)C)C)OC)O2)OC)C)O)=O)=O)=O)C(=CC2CC(C(CC2)OCC=CC2=CC=CC=C2)OC)C)C)=O (17-ethyl-1-hydroxy-12-[2'-(4"-cinnamyloxy-3"-methoxycyclohexyl)-1'-methylvinyl]-23,25-dimethoxy-13,19,21,27-tetramethyl-11,28-dioxa-4-azatricyclo[22.3.1.04,9 ]octacos-18-ene-2,3,10,16-tetraone), [H][H] (hydrogen). The reagents and catalysts are [Rh] (rhodium on carbon). Conditions: time 30 minute. Product: C(C)C1C(CCC(C(OC(C2CCCCN2C(C(C2(C(CC(C(C(CC(CC(=C1)C)C)OC)O2)OC)C)O)=O)=O)=O)C(=CC2CC(C(CC2)OCCCC2=CC=CC=C2)OC)C)C)=O (17-Ethyl-1-hydroxy-12-[2'-(3"-methoxy-4"-phenylpropyloxycyclohexyl)-1'-methylvinyl]-23,25-dimethoxy-13,19,21,27-tetramethyl-11,28-dioxa-4-azatricyclo[22.3.1.04,9 ]octacos-18-ene-2,3,10,16-tetraone). Yield: 34.3%. RXN SMILES: [CH2:1]([CH:3]1[CH:29]=[C:28]([CH3:30])[CH2:27][CH:26]([CH3:31])[CH2:25][CH:24]([O:32][CH3:33])[CH:23]2[O:34][C:19]([OH:38])([CH:20]([CH3:37])[CH2:21][CH:22]2[O:35][CH3:36])[C:18](=[O:39])[C:17](=[O:40])[N:16]2[CH:11]([CH2:12][CH2:13][CH2:14][CH2:15]2)[C:10](=[O:41])[O:9][CH:8]([C:42]([CH3:62])=[CH:43][CH:44]2[CH2:49][CH2:48][CH:47]([O:50][CH2:51][CH:52]=[CH:53][C:54]3[CH:59]=[CH:58][CH:57]=[CH:56][CH:55]=3)[CH:46]([O:60][CH3:61])[CH2:45]2)[CH:7]([CH3:63])[CH2:6][CH2:5][C:4]1=[O:64])[CH3:2].[H][H]>[Rh]>[CH2:1]([CH:3]1[CH:29]=[C:28]([CH3:30])[CH2:27][CH:26]([CH3:31])[CH2:25][CH:24]([O:32][CH3:33])[CH:23]2[O:34][C:19]([OH:38])([CH:20]([CH3:37])[CH2:21][CH:22]2[O:35][CH3:36])[C:18](=[O:39])[C:17](=[O:40])[N:16]2[CH:11]([CH2:12][CH2:13][CH2:14][CH2:15]2)[C:10](=[O:41])[O:9][CH:8]([C:42]([CH3:62])=[CH:43][CH:44]2[CH2:49][CH2:48][CH:47]([O:50][CH2:51][CH2:52][CH2:53][C:54]3[CH:55]=[CH:56][CH:57]=[CH:58][CH:59]=3)[CH:46]([O:60][CH3:61])[CH2:45]2)[CH:7]([CH3:63])[CH2:6][CH2:5][C:4]1=[O:64])[CH3:2]. Procedure details: To a solution of 17-ethyl-1-hydroxy-12-[2'-(4"-cinnamyloxy-3"-methoxycyclohexyl)-1'-methylvinyl]-23,25-dimethoxy-13,19,21,27-tetramethyl-11,28-dioxa-4-azatricyclo[22.3.1.04,9 ]octacos-18-ene-2,3,10,16-tetraone (16 mg in 2 ml ethanol) was added 2 mg of 5% rhodium on carbon catalyst. The reaction flask was fitted with a hydrogen balloon, evacuated and recharged with hydrogen (3 times) and stirred at room temperature. After 30 minutes, the mixture was filtered over diatomacous earth, concentrated a... Reactants: S(=O)(=O)(Cl)Cl (sulfuryl chloride), O=C1NCCCC1C(=O)OCC (ethyl 2-oxopiperidine-3-carboxylate), C(O)([O-])=O.[Na+] (sodium hydrogen carbonate). The solvent is C1CCOC1 (THF). Run at time 18 hour. Product: ClC1(C(NCCC1)=O)C(=O)OCC (ethyl 3-chloro-2-oxopiperidine-3-carboxylate). Reaction SMILES: [O:1]=[C:2]1[CH:7]([C:8]([O:10][CH2:11][CH3:12])=[O:9])[CH2:6][CH2:5][CH2:4][NH:3]1.S(Cl)([Cl:16])(=O)=O.C(=O)([O-])O.[Na+]>C1COCC1>[Cl:16][C:7]1([C:8]([O:10][CH2:11][CH3:12])=[O:9])[CH2:6][CH2:5][CH2:4][NH:3][C:2]1=[O:1] |f:2.3|. Procedure details: To a mixture of ethyl 2-oxopiperidine-3-carboxylate (30 g) in THF (300 mL) was added dropwise sulfuryl chloride (14.2 mL) at 0° C-5° C., and the mixture was stirred at room temperature for 18 hr. To the reaction mixture was added saturated aqueous sodium hydrogen carbonate solution (300 mL) at 0° C., and the mixture was stirred at room temperature for 30 min and extracted with ethyl acetate (300 mL×3). The extract was washed with saturated brine (300 mL), and dried over anhydrous magnesium sulfa... Reported procedure: Intermediate 21 was prepared from Intermediate 21A as described for Intermediate 18. MS (ESI) m/z: 330.1 (M+H)+. As a reaction SMILES: [CH:1]1[C:10]2[C:5](=[C:6]([N:11]3[CH2:16][CH2:15][N:14]([C:17]([O:19][C:20]([CH3:23])([CH3:22])[CH3:21])=[O:18])[CH2:13][C:12]3=[O:24])[CH:7]=[CH:8][CH:9]=2)[CH:4]=[CH:3][N:2]=1.C1C2C(=C(N3CCN(C(OC(C)(C)C)=O)CC3)C=CC=2)CCN=1>>[CH:1]1[C:10]2[C:5](=[C:6]([N:11]3[CH2:16][CH2:15][N:14]([C:17]([O:19][C:20]([CH3:22])([CH3:21])[CH3:23])=[O:18])[CH2:13][C:12]3=[O:24])[CH:7]=[CH:8][CH:9]=2)[CH2:4][CH2:3][N:2]=1. The product is C1=NCCC2=C(C=CC=C12)N1C(CN(CC1)C(=O)OC(C)(C)C)=O (tert-butyl 4-(3,4-dihydroisoquinolin-5-yl)-3-oxopiperazine-1-carboxylate). The reactants are C1=NC=CC2=C(C=CC=C12)N1C(CN(CC1)C(=O)OC(C)(C)C)=O (tert-Butyl 4-(isoquinolin-5-yl)-3-oxopiperazine-1-carboxylate), C1=NCCC2=C(C=CC=C12)N1CCN(CC1)C(=O)OC(C)(C)C (tert-butyl 4-(3,4-dihydroisoquinolin-5-yl)piperazine-1-carboxylate). The reactants are ClC1=NN2C(C=3CCCCC13)=NN=N2 (6-chloro-7,8,9,10-tetrahydrotetrazolo[5,1-a]phthalazine), CNC (dimethylamine). Run in CO (methanol). Product: CN(C1=NN2C(C=3CCCCC13)=NN=N2)C (6-dimethylamino-7,8,9,10-tetrahydrotetrazolo[5,1-a]phthalazine). Reaction SMILES: Cl[C:2]1[C:11]2[CH2:10][CH2:9][CH2:8][CH2:7][C:6]=2[C:5]2=[N:12][N:13]=[N:14][N:4]2[N:3]=1.[CH3:15][NH:16][CH3:17]>CO>[CH3:15][N:16]([CH3:17])[C:2]1[C:11]2[CH2:10][CH2:9][CH2:8][CH2:7][C:6]=2[C:5]2=[N:12][N:13]=[N:14][N:4]2[N:3]=1. Procedure details: A mixture was prepared from 6 g of 6-chloro-7,8,9,10-tetrahydrotetrazolo[5,1-a]phthalazine, 150 ml of methanol and 125 ml of 40% aqueous dimethylamine. This mixture was heated at reflux for 3 hours and then cooled. The precipitate which formed was separated by filtration and partitioned between methylene chloride and water. The organic layer was separated, dried over sodium sulfate, and concentrated to leave a residual solid. This was recrystallized from ethanol to give 6-dimethylamino-7,8,9,10-... Reactants: COC=1C2=C(C(=NC1)N1CCOCC1)SC(=N2)N (7-methoxy-4-morpholin-4-yl-thiazolo[5,4-c]pyridin-2-ylamine), C(C)NCC (diethylamine), ClCC=1C=C(C(=O)Cl)C=CN1 (2-chloromethyl-isonicotinoyl chloride), C(C)N(C(C)C)C(C)C (N-ethyldiisopropylamine). Solvent: ClCCCl (1,2-dichloroethane), CN1CCCC1=O (NMP), C1CCOC1 (THF). The product is C(C)N(CC)CC=1C=C(C(=O)NC=2SC=3C(=NC=C(C3N2)OC)N2CCOCC2)C=CN1 (2-Diethylaminomethyl-N-(7-methoxy-4-morpholin-4-yl-thiazolo[5,4-c]pyridin-2-yl)isonicotinamide). Reaction SMILES: [CH3:1][O:2][C:3]1[C:4]2[N:17]=[C:16]([NH2:18])[S:15][C:5]=2[C:6]([N:9]2[CH2:14][CH2:13][O:12][CH2:11][CH2:10]2)=[N:7][CH:8]=1.Cl[CH2:20][C:21]1[CH:22]=[C:23]([CH:27]=[CH:28][N:29]=1)[C:24](Cl)=[O:25].[CH2:30]([N:32](C(C)C)[CH:33](C)[CH3:34])[CH3:31].C(NCC)C>ClCCCl.C1COCC1.CN1C(=O)CCC1>[CH2:30]([N:32]([CH2:20][C:21]1[CH:22]=[C:23]([CH:27]=[CH:28][N:29]=1)[C:24]([NH:18][C:16]1[S:15][C:5]2[C:6]([N:9]3[CH2:10][CH2:11][O:12][CH2:13][CH2:14]3)=[N:7][CH:8]=[C:3]([O:2][CH3:1])[C:4]=2[N:17]=1)=[O:25])[CH2:33][CH3:34])[CH3:31]. Reported procedure: From 7-methoxy-4-morpholin-4-yl-thiazolo[5,4-c]pyridin-2-ylamine with 2-chloromethyl-isonicotinoyl chloride and N-ethyldiisopropylamine in 1,2-dichloroethane and THF; then subsequent treatment with diethylamine in NMP. ES-MS m/e (%): 457 (M+H+, 100). Starting materials: ClC1=C(C=CC(=C1)C(C(Cl)(Cl)Cl)O)O (2-chloro-4-(2,2,2-trichloro-1-hydroxyethyl)phenol), [Al] (Aluminium), [Pb](Br)Br (leadbromide), Cl (HCl). The solvent is CO (methanol). Yields the product ClC1=C(C=CC(=C1)C=C(Cl)Cl)O (2-chloro-4-(2,2-dichlorovinyl)phenol). The yield is 87.0%. As a reaction SMILES: [Al].[Pb](Br)Br.Cl.[Cl:6][C:7]1[CH:12]=[C:11]([CH:13](O)[C:14](Cl)([Cl:16])[Cl:15])[CH:10]=[CH:9][C:8]=1[OH:19]>CO>[Cl:6][C:7]1[CH:12]=[C:11]([CH:13]=[C:14]([Cl:16])[Cl:15])[CH:10]=[CH:9][C:8]=1[OH:19]. Procedure: Aluminium (3.64 g, 0.089 mol), leadbromide (2.23 g, 0.0089 mol) and 36% HCl (15.13 ml, 0.178 mol) were added to 200 ml of methanol, the mixture was stirred, and 2-chloro-4-(2,2,2-trichloro-1-hydroxyethyl)phenol (24.55 g, 0.089 mol) obtained in Step 1 was added thereto. The mixture was stirred at 60° C. for 4 hours. The solvent was removed therefrom under a reduced pressure. Ice was added to the reaction mixture and resulting mixture was washed three times with n-hexane and ether (1:1). The organ...